Dataset: the Open Reaction Database (ORD), a public repository of structured organic reaction records. Task: describe an organic reaction: reactants, conditions, products, and yield The reactants are C(CCC(=O)OCC(OC=1C=CC=2C3=CC=C4C(CCC4=C3CCC2C1)(C)C)(C)C)(=O)OC (methyl 2,2-dimethyl-2-[(7,15,16,17-tetrahydro-17,17-dimethyl-6H-cyclopenta[a]phenanthren-3-yl)oxy]ethyl butanedioate), [I-].[Li+] (lithium iodide), Cl (hydrochloric acid). Run in N1=CC=CC=C1 (pyridine). Yields the product C(CCC(=O)O)(=O)OCC(OC=1C=CC=2C3=CC=C4C(CCC4=C3CCC2C1)(C)C)(C)C (2,2-dimethyl-2-[(7,15,16,17-tetrahydro-17,17-dimethyl-6H-cyclopenta[a]phenanthren-3-yl)oxy]ethyl hydrogen butanedioate). Reaction SMILES: [C:1]([O:32]C)(=[O:31])[CH2:2][CH2:3][C:4]([O:6][CH2:7][C:8]([CH3:30])([CH3:29])[O:9][C:10]1[CH:11]=[CH:12][C:13]2[C:14]3[C:22]([CH2:23][CH2:24][C:25]=2[CH:26]=1)=[C:21]1[C:17]([C:18]([CH3:28])([CH3:27])[CH2:19][CH2:20]1)=[CH:16][CH:15]=3)=[O:5].[I-].[Li+].Cl>N1C=CC=CC=1>[C:4]([O:6][CH2:7][C:8]([CH3:30])([CH3:29])[O:9][C:10]1[CH:11]=[CH:12][C:13]2[C:14]3[C:22]([CH2:23][CH2:24][C:25]=2[CH:26]=1)=[C:21]1[C:17]([C:18]([CH3:28])([CH3:27])[CH2:19][CH2:20]1)=[CH:16][CH:15]=3)(=[O:5])[CH2:3][CH2:2][C:1]([OH:32])=[O:31] |f:1.2|. Reported procedure: A mixture of 7 parts of methyl 2,2-dimethyl-2-[(7,15,16,17-tetrahydro-17,17-dimethyl-6H-cyclopenta[a]phenanthren-3-yl)oxy]ethyl butanedioate and 24 parts of lithium iodide in 700 parts of pyridine is heated at the boiling point under reflux for 3 days, then cooled and thereupon poured into 1000 parts of approximately 4% hydrochloric acid. The resultant mixture is extracted with dichloromethane. The dichloromethane extract is consecutively washed with 4% hydrochloric acid and water, dried over an... Reactants: O=C1C=CCCC1, [Ca], [Cl-], CCCCCCCCCl, [NH4+]. Product: CCCCCCCCC1CCCC(=O)C1. As a reaction SMILES: [C:11]1(=[O:17])[CH:12]=[CH:13][CH2:14][CH2:15][CH2:16]1.[Ca:10].[Cl-:18].[Cl:1][CH2:2][CH2:3][CH2:4][CH2:5][CH2:6][CH2:7][CH2:8][CH3:9].[NH4+:19]>>[CH2:2]([CH2:3][CH2:4][CH2:5][CH2:6][CH2:7][CH2:8][CH3:9])[CH:13]1[CH2:12][C:11](=[O:17])[CH2:16][CH2:15][CH2:14]1. Starting materials: Cc1cnc(N2CCN(C(=O)c3ccc(Br)nc3)CC2)c(C)c1, CC1COC(=O)N1. Product: Cc1cnc(N2CCN(C(=O)c3ccc(N4C(=O)OCC4C)nc3)CC2)c(C)c1. As a reaction SMILES: [Br:1][c:2]1[cH:3][cH:4][c:5]([C:8](=[O:9])[N:10]2[CH2:11][CH2:12][N:13]([c:16]3[n:17][cH:18][c:19]([CH3:23])[cH:20][c:21]3[CH3:22])[CH2:14][CH2:15]2)[cH:6][n:7]1.[CH3:24][CH:25]1[NH:26][C:27](=[O:30])[O:28][CH2:29]1>>[c:2]1([N:26]2[CH:25]([CH3:24])[CH2:29][O:28][C:27]2=[O:30])[cH:3][cH:4][c:5]([C:8](=[O:9])[N:10]2[CH2:11][CH2:12][N:13]([c:16]3[n:17][cH:18][c:19]([CH3:23])[cH:20][c:21]3[CH3:22])[CH2:14][CH2:15]2)[cH:6][n:7]1. RXN SMILES: [C:35]1(=[O:39])[CH2:36][CH2:37][CH2:38]1.[NH2:1][CH2:2][c:3]1[cH:4][c:5](-[c:9]2[cH:10][c:11](-[c:19]3[cH:20][cH:21][c:22]4[cH:23][n:24]([CH2:28][c:29]5[cH:30][cH:31][cH:32][cH:33][cH:34]5)[n:25][c:26]4[cH:27]3)[c:12]3[c:13]([NH2:18])[n:14][cH:15][n:16][n:17]23)[cH:6][cH:7][cH:8]1>>[NH:1]([CH2:2][c:3]1[cH:4][c:5](-[c:9]2[cH:10][c:11](-[c:19]3[cH:20][cH:21][c:22]4[cH:23][n:24]([CH2:28][c:29]5[cH:30][cH:31][cH:32][cH:33][cH:34]5)[n:25][c:26]4[cH:27]3)[c:12]3[c:13]([NH2:18])[n:14][cH:15][n:16][n:17]23)[cH:6][cH:7][cH:8]1)[CH:35]1[CH2:36][CH2:37][CH2:38]1. Starting materials: O=C1CCC1, NCc1cccc(-c2cc(-c3ccc4cn(Cc5ccccc5)nc4c3)c3c(N)ncnn23)c1. Yields the product Nc1ncnn2c(-c3cccc(CNC4CCC4)c3)cc(-c3ccc4cn(Cc5ccccc5)nc4c3)c12. Starting materials: FC1=CC=C(C(=O)C2=CC=NC=C2)C=C1 (4-(4-fluorobenzoyl)pyridine), N1CCCCC1 (piperidine). Reaction conditions: temperature 100 celsius, time 24 hour. The product is N1(CCCCC1)C1=CC=C(C(=O)C2=CC=NC=C2)C=C1 (4-(4-Piperidinobenzoyl)pyridine). Reaction SMILES: F[C:2]1[CH:15]=[CH:14][C:5]([C:6]([C:8]2[CH:13]=[CH:12][N:11]=[CH:10][CH:9]=2)=[O:7])=[CH:4][CH:3]=1.[NH:16]1[CH2:21][CH2:20][CH2:19][CH2:18][CH2:17]1>>[N:16]1([C:2]2[CH:15]=[CH:14][C:5]([C:6]([C:8]3[CH:13]=[CH:12][N:11]=[CH:10][CH:9]=3)=[O:7])=[CH:4][CH:3]=2)[CH2:21][CH2:20][CH2:19][CH2:18][CH2:17]1. Reported procedure: A mixture consisting of 4.76 g of 4-(4-fluorobenzoyl)pyridine and 9.8 ml of piperidine was stirred at 100° C. for 24 hours and the reaction mixture was then worked up in the same manner as Example 3 to give 5.3 g of the title compound as yellow oil. Starting materials: C(C1=CC=CC=C1)N1C2=C(N([C@H]3[C@H](C1)CCC3)C)C=CC=C2 ((3aR*,10aS*)-9-Benzyl-4-methyl-1,2,3,3a,4,9,10,10a-octahydrobenzo[b]-cyclopenta[e][1,4]diazepine), Cl.C(C)O (HCl ethanol). Solvent: C(C)O (ethanol). Yields the product Cl.C(C1=CC=CC=C1)N1C2=C(N([C@H]3[C@H](C1)CCC3)C)C=CC=C2 ((3aR*,10aS*)-9-Benzyl-4-methyl-1,2,3,3a,4,9,10,10a-octahydrobenzo[b]cyclopenta[e][1,4]diazepine hydrochloride). RXN SMILES: [ClH:1].C(O)C.[CH2:5]([N:12]1[CH2:18][C@@H:17]2[CH2:19][CH2:20][CH2:21][C@H:16]2[N:15]([CH3:22])[C:14]2[CH:23]=[CH:24][CH:25]=[CH:26][C:13]1=2)[C:6]1[CH:11]=[CH:10][CH:9]=[CH:8][CH:7]=1>C(O)C>[ClH:1].[CH2:5]([N:12]1[CH2:18][C@@H:17]2[CH2:19][CH2:20][CH2:21][C@H:16]2[N:15]([CH3:22])[C:14]2[CH:23]=[CH:24][CH:25]=[CH:26][C:13]1=2)[C:6]1[CH:7]=[CH:8][CH:9]=[CH:10][CH:11]=1 |f:0.1,4.5|. Procedure details: In ethanol was dissolved (3aR*,10aS*)-9-Benzyl-4-methyl-1,2,3,3a,4,9,10,10a-octahydrobenzo[b]-cyclopenta[e][1,4]diazepine produced in Working Example 43. To the solution was added a 2.43N HCl-ethanol solution, which was concentrated under reduced pressure. The concentrate was dissolved in ethanol-ether, which was concentrated to dryness. Amorphous.